Dataset: the Open Reaction Database (ORD), a public repository of structured organic reaction records. Task: describe an organic reaction: reactants, conditions, products, and yield The reactants are N1=CC=CC(=C1)C1N(C)CCC1 (nicotine), OO (hydrogen peroxide), C(CC(O)(C(=O)O)CC(=O)O)(=O)O (citric acid). Reaction conditions: temperature 80 celsius. The product is N1=CC=CC(=C1)C1[N+](C)(CCC1)[O-] (nicotine N'-oxide). As a reaction SMILES: [N:1]1[CH:6]=[C:5]([CH:7]2[CH2:12][CH2:11][CH2:10][N:8]2[CH3:9])[CH:4]=[CH:3][CH:2]=1.OO.C(O)(=O)CC(CC(O)=O)(C(O)=O)[OH:18]>>[N:1]1[CH:6]=[C:5]([CH:7]2[CH2:12][CH2:11][CH2:10][N+:8]2([O-:18])[CH3:9])[CH:4]=[CH:3][CH:2]=1. Reported procedure: 500 g of nicotine (3.08 mol) are slowly added dropwise to an equimolar 30% hydrogen peroxide solution containing 5.9 g of citric acid (30.8 mmol), the temperature being maintained below 90° C. After the addition has ended, the mixture is heated at 80° C. for 5 hours. Starting materials: C1(CC1)N (cyclopropylamine), ClS(=O)(=O)O (Chlorosulphonic acid), N(C1=CC=CC=C1)C1=NC=CC(=N1)C1=CN=CN1CC (2-anilino-4-(1-ethylimidazol-5-yl)pyrimidine), Cl (HCl), CCOCC (ether). Run in CO (MeOH), S(=O)(Cl)Cl (thionyl chloride). Conditions: temperature 0 celsius, time 10 minute. The product is C(C)N1C=NC=C1C1=NC(=NC=C1)NC1=CC=C(C=C1)S(NC1CC1)(=O)=O (4-(1-Ethylimidazol-5-yl)-2-{4-[N-(cyclopropyl)sulphamoyl]anilino}pyrimidine). Yield: 63.6%. As a reaction SMILES: Cl[S:2]([OH:5])(=O)=[O:3].[NH:6]([C:13]1[N:18]=[C:17]([C:19]2[N:23]([CH2:24][CH3:25])[CH:22]=[N:21][CH:20]=2)[CH:16]=[CH:15][N:14]=1)[C:7]1[CH:12]=[CH:11][CH:10]=[CH:9][CH:8]=1.[CH:26]1([NH2:29])[CH2:28][CH2:27]1.Cl.CCOCC>S(Cl)(Cl)=O.CO>[CH2:24]([N:23]1[C:19]([C:17]2[CH:16]=[CH:15][N:14]=[C:13]([NH:6][C:7]3[CH:12]=[CH:11][C:10]([S:2](=[O:5])(=[O:3])[NH:29][CH:26]4[CH2:28][CH2:27]4)=[CH:9][CH:8]=3)[N:18]=2)=[CH:20][N:21]=[CH:22]1)[CH3:25]. Procedure details: Chlorosulphonic acid (250 μl, 3.6 mmol) was added dropwise to solution of 2-anilino-4-(1-ethylimidazol-5-yl)pyrimidine (Method 32; 250 mg, 0.9 mmol) in thionyl chloride (5 ml) cooled at 0° C. and the mixture stirred at 0° C. for 10 minutes then heated at 90° C. for 90 minutes. The volatiles were removed by evaporation and the residue was dried under high vacuum (<2 mmHg) for 1 hour. The resulting solid was placed under nitrogen and a solution of cyclopropylamine (1 ml, 13.5 mmol) in MeOH (4ml) a...